From a dataset of the Open Reaction Database (ORD), a public repository of structured organic reaction records. describe an organic reaction: reactants, conditions, products, and yield Run in C(C)O (ethanol). Procedure: A mixture of 2-methyl-1-(2-morpholinophenyl)-2-thiopseudourea hydroiodide (7.6 g), 2-methoxyethylamine (2 ml) and ethanol (45 ml) was stirred at ambient temperature for 14 days to give 1-(2-methoxyethyl)-2-(2-morpholinophenyl)guanidine (m.p. 125°-128° C.) which was recrystallised from 1,2-dimethoxyethane and converted into its fumarate salt (m.p. 136°-138° C.) which was recrystallised from a 1:2 mixture of methanol and ether. Conditions: time 14 day. Reaction SMILES: I.CS[C:4](=[NH:18])[NH:5][C:6]1[CH:11]=[CH:10][CH:9]=[CH:8][C:7]=1[N:12]1[CH2:17][CH2:16][O:15][CH2:14][CH2:13]1.[CH3:19][O:20][CH2:21][CH2:22][NH2:23]>C(O)C>[CH3:19][O:20][CH2:21][CH2:22][NH:23][C:4]([NH2:18])=[N:5][C:6]1[CH:11]=[CH:10][CH:9]=[CH:8][C:7]=1[N:12]1[CH2:17][CH2:16][O:15][CH2:14][CH2:13]1 |f:0.1|. The product is COCCNC(=NC1=C(C=CC=C1)N1CCOCC1)N (1-(2-methoxyethyl)-2-(2-morpholinophenyl)guanidine). Reactants: I.CSC(NC1=C(C=CC=C1)N1CCOCC1)=N (2-methyl-1-(2-morpholinophenyl)-2-thiopseudourea hydroiodide), COCCN (2-methoxyethylamine). The reactants are C([O-])(O)=O.[Na+] (sodium bicarbonate), CNCC(=O)O (N-methylglycine), ClC(=O)OCC1=CC=CC=C1 (benzyl chloroformate). Solvent: O (water). Run at temperature 0 celsius, time 2 hour. Yields the product C(C1=CC=CC=C1)OC(=O)N(CC(=O)O)C (N-(benzyloxycarbonyl)-N-methylglycine). Reaction SMILES: [CH3:1][NH:2][CH2:3][C:4]([OH:6])=[O:5].C(=O)(O)[O-].[Na+].Cl[C:13]([O:15][CH2:16][C:17]1[CH:22]=[CH:21][CH:20]=[CH:19][CH:18]=1)=[O:14]>O>[CH2:16]([O:15][C:13]([N:2]([CH3:1])[CH2:3][C:4]([OH:6])=[O:5])=[O:14])[C:17]1[CH:22]=[CH:21][CH:20]=[CH:19][CH:18]=1 |f:1.2|. Reported procedure: N-methylglycine (7.0 g) was added to water (50 ml) and the pH of the solution adjusted to 9 with solid sodium bicarbonate. The solution was cooled to 0° C. and stirred vigorously, while benzyl chloroformate (19 ml) was added dropwise over 20 minutes. The mixture was stirred for a further 2 hours at 0° C. and an additional 2 hours at room temperature, then extracted with diethyl ether (2×130 ml). The aqueous solution was then acidified to pH 3 with 5N HCl and the product isolated by extraction wi... Reactants: C(C)(C)(C)OC(=O)OC=1C=CC(=C2C=CC(NC12)=O)[C@H](CN(C(OC(C)(C)C)=O)CCCCCCOCCCCC1=CC=C(C=C1)NC(C1=CC(=CC=C1)S(=O)(=O)C=1C=C2C(=C(C=NC2=C(C1)C)C(N)=O)NC1=CC(=CC=C1)OC)=O)O[Si](C)(C)C(C)(C)C ((R)-tert-butyl (2-(8-((tert-butoxycarbonyl)oxy)-2-oxo-1,2-dihydroquinolin-5-yl)-2-((tert-butyldimethylsilyl)oxy)ethyl)(6-(4-(4-(3-((3-carbamoyl-4-((3-methoxyphenyl)amino)-8-methylquinolin-6-yl)sulfonyl)benzamido)phenyl)butoxy)hexyl)carbamate), FC(C(=O)O)(F)F (trifluoroacetic acid). The solvent is ClCCl (dichloromethane). Reaction conditions: time 8 hour. The product is O[C@@H](CNCCCCCCOCCCCC1=CC=C(C=C1)NC(=O)C=1C=C(C=CC1)S(=O)(=O)C=1C=C2C(=C(C=NC2=C(C1)C)C(=O)N)NC1=CC(=CC=C1)OC)C1=C2C=CC(NC2=C(C=C1)O)=O ((R)-6-((3-((4-(4-((6-((2-hydroxy-2-(8-hydroxy-2-oxo-1,2-dihydroquinolin-5-yl)ethyl)amino)hexyl)oxy)butyl)phenyl)carbamoyl)phenyl)sulfonyl)-4-((3-methoxyphenyl)amino)-8-methylquinoline-3-carboxamide). RXN SMILES: C(OC([O:8][C:9]1[CH:10]=[CH:11][C:12]([C@@H:20]([O:82][Si](C(C)(C)C)(C)C)[CH2:21][N:22]([CH2:30][CH2:31][CH2:32][CH2:33][CH2:34][CH2:35][O:36][CH2:37][CH2:38][CH2:39][CH2:40][C:41]2[CH:46]=[CH:45][C:44]([NH:47][C:48](=[O:81])[C:49]3[CH:54]=[CH:53][CH:52]=[C:51]([S:55]([C:58]4[CH:59]=[C:60]5[C:65](=[C:66]([CH3:68])[CH:67]=4)[N:64]=[CH:63][C:62]([C:69](=[O:71])[NH2:70])=[C:61]5[NH:72][C:73]4[CH:78]=[CH:77][CH:76]=[C:75]([O:79][CH3:80])[CH:74]=4)(=[O:57])=[O:56])[CH:50]=3)=[CH:43][CH:42]=2)C(=O)OC(C)(C)C)=[C:13]2[C:18]=1[NH:17][C:16](=[O:19])[CH:15]=[CH:14]2)=O)(C)(C)C.FC(F)(F)C(O)=O>ClCCl>[OH:82][C@H:20]([C:12]1[CH:11]=[CH:10][C:9]([OH:8])=[C:18]2[C:13]=1[CH:14]=[CH:15][C:16](=[O:19])[NH:17]2)[CH2:21][NH:22][CH2:30][CH2:31][CH2:32][CH2:33][CH2:34][CH2:35][O:36][CH2:37][CH2:38][CH2:39][CH2:40][C:41]1[CH:46]=[CH:45][C:44]([NH:47][C:48]([C:49]2[CH:50]=[C:51]([S:55]([C:58]3[CH:59]=[C:60]4[C:65](=[C:66]([CH3:68])[CH:67]=3)[N:64]=[CH:63][C:62]([C:69]([NH2:70])=[O:71])=[C:61]4[NH:72][C:73]3[CH:78]=[CH:77][CH:76]=[C:75]([O:79][CH3:80])[CH:74]=3)(=[O:56])=[O:57])[CH:52]=[CH:53][CH:54]=2)=[O:81])=[CH:43][CH:42]=1. Procedure: The concentrated reaction mixture containing Intermediate 159 was taken up in dichloromethane (5 mL) and treated with trifluoroacetic acid (1 mL). After stirring overnight at room temperature, the mixture was concentrated under reduced pressure. The residue was taken up in tetrahydrofuran (1 mL) and treated with TBAF solution (1.0 M in THF, 1 mL) and glacial acetic acid (0.30 mL). The mixture was stirred overnight in a 40° C. oil bath, and then concentrated under reduced pressure. The residue wa... Starting materials: CN(C)C=O, CCN(C(C)C)C(C)C, Nc1ccc(Cl)cc1, O, O=C(O)c1cccnc1S. Product: O=C(Nc1ccc(Cl)cc1)c1cccnc1S. Reaction SMILES: [CH3:29][N:30]([CH3:31])[CH:32]=[O:33].[CH:19]([N:20]([CH2:21][CH3:22])[CH:23]([CH3:24])[CH3:25])([CH3:26])[CH3:27].[NH2:11][c:12]1[cH:13][cH:14][c:15]([Cl:16])[cH:17][cH:18]1.[OH2:28].[SH:1][c:2]1[c:3]([C:4](=[O:5])[OH:6])[cH:7][cH:8][cH:9][n:10]1>>[SH:1][c:2]1[c:3]([C:4](=[O:6])[NH:11][c:12]2[cH:13][cH:14][c:15]([Cl:16])[cH:17][cH:18]2)[cH:7][cH:8][cH:9][n:10]1. Reactants: B.[Na] (sodium boron hydride), FC1=C(C(=O)O)C(=C(C=C1)F)F (2,5,6-trifluorobenzoic acid), CCOCC ((C2H5)2O), ice water, B(F)(F)F (BF3). Solvent: O1CCCC1 (tetrahydrofuran), O1CCCC1 (tetrahydrofuran), O1CCCC1 (tetrahydrofuran). Product: FC1=C(CO)C(=CC=C1F)F (2,3,6-trifluorobenzyl alcohol). Isolated yield 102.0%. As a reaction SMILES: B.[Na].[F:3][C:4]1[CH:12]=[CH:11][C:10]([F:13])=[C:9]([F:14])[C:5]=1[C:6](O)=[O:7].B(F)(F)F.CCOCC>O1CCCC1>[F:14][C:9]1[C:10]([F:13])=[CH:11][CH:12]=[C:4]([F:3])[C:5]=1[CH2:6][OH:7] |f:0.1,^1:1|. Reported procedure: To a solution of sodium boron hydride (51.6 g) in tetrahydrofuran (500 ml) is added dropwise a solution of 2,5,6-trifluorobenzoic acid (120 g) in tetrahydrofuran (200 ml) with stirring at below 10° C., and thereto is further added dropwise a solution of BF3.(C2H5)2O (232 ml) in tetrahydrofuran (500 ml) under ice cooling. The mixture is stirred at room temperature overnight. The reaction mixture is poured into ice water (1.5 liter) and is extracted with diethyl ether. The extract is dried over ma... Starting materials: ethyl acetate-hexanes, IC=1C=CC(=C(C=O)C1)N (5-iodo-2-aminobenzaldehyde), CCCCCCC=CCCC (undec-7-ene), FC(/C=C/C(=O)OCC)(F)F (ethyl 4,4,4-trifluorocrotonate). The solvent is CN1C(N(CCC1)C)=O (1,3-dimethyl-3,4,5,6-tetrahydro-2(1H)-pyrimidinone). Reaction conditions: temperature 60 celsius. Product: IC=1C=C2C=C(C(NC2=CC1)C(F)(F)F)C(=O)OCC (ethyl 6-iodo-1,2-dihydro-2-(trifluoromethyl)-3-quinolinecarboxylate). The yield is 50.3%. Reaction SMILES: [I:1][C:2]1[CH:3]=[CH:4][C:5]([NH2:10])=[C:6]([CH:9]=1)[CH:7]=O.CCCCCCC=CCCC.[F:22][C:23]([F:32])([F:31])/[CH:24]=[CH:25]/[C:26]([O:28][CH2:29][CH3:30])=[O:27]>CN1CCCN(C)C1=O>[I:1][C:2]1[CH:9]=[C:6]2[C:5](=[CH:4][CH:3]=1)[NH:10][CH:24]([C:23]([F:22])([F:32])[F:31])[C:25]([C:26]([O:28][CH2:29][CH3:30])=[O:27])=[CH:7]2. Procedure details: A mixture of 5-iodo-2-aminobenzaldehyde (24.0 g, 96.7 mmol), diazbicyclo[2.2.2]-undec-7-ene (32.2 g, 212.0 mmol), and ethyl 4,4,4-trifluorocrotonate (35.7 g, 212.0 mmol) in 1,3-dimethyl-3,4,5,6-tetrahydro-2(1H)-pyrimidinone (48 mL) was heated at 60° C. for 8 hours. The solution was cooled to room temperature and the solution poured into ethyl acetate-hexanes (1:1, 500 mL). The solution was extracted with 2.5 N aqueous hydrochloric acid (2×200 mL), saturated aqueous ammonium chloride (2×200 mL), ... Starting materials: [H-].[Na+] (sodium hydride), oil, COC(C(COC)(C)C)=O (3-methoxy-2,2-dimethyl-propionic acid methyl ester), C(C)#N (acetonitrile), [H-].[Na+] (NaH), Cl (HCl). Solvent: C1(=CC=CC=C1)C (toluene), C1(=CC=CC=C1)C (toluene), C1(=CC=CC=C1)C (toluene). The product is COCC(C(CC#N)=O)(C)C (5-Methoxy-4,4-dimethyl-3-oxo-pentanenitrile). As a reaction SMILES: [H-].[Na+].[CH3:3][O:4][C:5](=O)[C:6]([CH3:11])([CH3:10])[CH2:7][O:8]C.[C:13](#[N:15])[CH3:14].Cl>C1(C)C=CC=CC=1>[CH3:3][O:4][CH2:5][C:6]([CH3:11])([CH3:10])[C:7](=[O:8])[CH2:14][C:13]#[N:15] |f:0.1|. Reported procedure: 60% sodium hydride in mineral oil (667.2 mg, 16.68 mmol) in toluene (15 mL) is heated to reflux. A solution of 3-methoxy-2,2-dimethyl-propionic acid methyl ester (1.742 g, 11.916 mmol) and acetonitrile (0.878 mL, 16.68 mmol) in toluene (5 mL) is added dropwise through an additional funnel into the NaH suspension in toluene. After the addition, the reaction is stirred at reflux for 3 hours. After cooling, the reaction mixture is neutralized to PH˜7 by adding 1N HCl aqueous solution. The mixture i...